Dataset: the Open Reaction Database (ORD), a public repository of structured organic reaction records. Task: describe an organic reaction: reactants, conditions, products, and yield The reactants are BrC=1C=C(C=CC1)NC1=C(C=NC2=CC(=C(C=C12)[N+](=O)[O-])OCC)C#N (4-[(3-bromophenyl)amino]-7-ethoxy-6-nitro-quinoline-3-carbonitrile), [Cl-].[NH4+] (ammonium chloride), CO (methanol). Reagents/catalysts: [Fe] (iron). The solvent is O (water), C(C)(=O)OCC (ethyl acetate). The product is NC=1C=C2C(=C(C=NC2=CC1OCC)C#N)NC1=CC(=CC=C1)Br (6-Amino-4-(3-bromo-phenylamino)-7-ethoxy-quinoline-3-carbonitrile). Reaction SMILES: [Br:1][C:2]1[CH:3]=[C:4]([NH:8][C:9]2[C:18]3[C:13](=[CH:14][C:15]([O:22][CH2:23][CH3:24])=[C:16]([N+:19]([O-])=O)[CH:17]=3)[N:12]=[CH:11][C:10]=2[C:25]#[N:26])[CH:5]=[CH:6][CH:7]=1.[Cl-].[NH4+].CO>O.C(OCC)(=O)C.[Fe]>[NH2:19][C:16]1[CH:17]=[C:18]2[C:13](=[CH:14][C:15]=1[O:22][CH2:23][CH3:24])[N:12]=[CH:11][C:10]([C:25]#[N:26])=[C:9]2[NH:8][C:4]1[CH:5]=[CH:6][CH:7]=[C:2]([Br:1])[CH:3]=1 |f:1.2|. Procedure: A mixture of 2.5 g (6 mmol) of 4-[(3-bromophenyl)amino]-7-ethoxy-6-nitro-quinoline-3-carbonitrile, 2.4 g (45 mmol) of ammonium chloride, and 1.5 g (27 mmol) iron was stirred at reflux in 40 ml of water and 40 ml of methanol for 4 hours. The mixture was diluted with 500 ml of hot ethyl acetate and the hot mixture was filtered. The filtration was washed with saturated sodium chloride solution and then the organic layer was dried over sodium sulfate. The solution was concentrated and 1.5 of beige s... The reactants are CN1N=NC=C1 (1-methyl-1H-1,2,3-triazole), [Li]CCCC (n-BuLi), ClC1=C(C(=NC2=CC=C(C=C12)C(=O)C1=C(N=C(O1)C)C)OC)CC1=CC=C(C=C1)C(F)(F)F ((4-chloro-2-methoxy-3-(4-(trifluoromethyl)benzyl)quinolin-6-yl)(2,4-dimethyloxazol-5-yl)methanone), ClC1=C(C(=NC2=CC=C(C=C12)C(=O)C1=C(N=C(O1)C)C)OC)CC1=CC=C(C=C1)C(F)(F)F ((4-chloro-2-methoxy-3-(4-(trifluoromethyl)benzyl)quinolin-6-yl)(2,4-dimethyloxazol-5-yl)methanone). Solvent: C1CCOC1 (THF), C1CCOC1 (THF). Run at temperature -40 celsius, time 35 minute. The product is ClC1=C(C(=NC2=CC=C(C=C12)C(O)(C1=CN=NN1C)C1=C(N=C(O1)C)C)OC)CC1=CC=C(C=C1)C(F)(F)F ((4-chloro-2-methoxy-3-(4-(trifluoromethyl)benzyl)quinolin-6-yl)(2,4-dimethyloxazol-5-yl)(1-methyl-1H-1,2,3-triazol-5-yl)methanol). As a reaction SMILES: [CH3:1][N:2]1[CH:6]=[CH:5][N:4]=[N:3]1.[Li]CCCC.[Cl:12][C:13]1[C:22]2[C:17](=[CH:18][CH:19]=[C:20]([C:23]([C:25]3[O:29][C:28]([CH3:30])=[N:27][C:26]=3[CH3:31])=[O:24])[CH:21]=2)[N:16]=[C:15]([O:32][CH3:33])[C:14]=1[CH2:34][C:35]1[CH:40]=[CH:39][C:38]([C:41]([F:44])([F:43])[F:42])=[CH:37][CH:36]=1>C1COCC1>[Cl:12][C:13]1[C:22]2[C:17](=[CH:18][CH:19]=[C:20]([C:23]([C:25]3[O:29][C:28]([CH3:30])=[N:27][C:26]=3[CH3:31])([C:6]3[N:2]([CH3:1])[N:3]=[N:4][CH:5]=3)[OH:24])[CH:21]=2)[N:16]=[C:15]([O:32][CH3:33])[C:14]=1[CH2:34][C:35]1[CH:36]=[CH:37][C:38]([C:41]([F:43])([F:42])[F:44])=[CH:39][CH:40]=1. Reported procedure: To a flask containing 1-methyl-1H-1,2,3-triazole (200 mg, 2.41 mmol, prepared according to PCT Int. Appl., 2008098104) was added THF (20 mL) and the colorless solution was cooled to −40° C. Then, n-BuLi (2.5 M in hexanes, 1.0 mL, 2.5 mmol) was added drop wise which afforded a dark reddish-brown viscous solution. The mixture was stirred at −30° C. for 35 minutes, then a homogeneous THF solution of (4-chloro-2-methoxy-3-(4-(trifluoromethyl)benzyl)quinolin-6-yl)(2,4-dimethyloxazol-5-yl)methanone (5... The reactants are OC1=CC=C(C=C1)CCCN1C=NC=C1 (1-[3-(4-hydroxyphenyl)propyl]imidazole), ClCC=1N=C(OC1)C=C(C1=CC=CC=C1)C1=CC=CC=C1 (4-chloromethyl-2-(2,2-diphenyl ethenyl)oxazole). Product: C1(=CC=CC=C1)C(=CC=1OC=C(N1)COC1=CC=C(C=C1)CCCN1C=NC=C1)C1=CC=CC=C1 (2-(2,2-diphenylethenyl)-4-[4-[3-(1-imidazolyl)propyl]phenoxymethyl]oxazole). Yield: 88.0%. RXN SMILES: [OH:1][C:2]1[CH:7]=[CH:6][C:5]([CH2:8][CH2:9][CH2:10][N:11]2[CH:15]=[CH:14][N:13]=[CH:12]2)=[CH:4][CH:3]=1.Cl[CH2:17][C:18]1[N:19]=[C:20]([CH:23]=[C:24]([C:31]2[CH:36]=[CH:35][CH:34]=[CH:33][CH:32]=2)[C:25]2[CH:30]=[CH:29][CH:28]=[CH:27][CH:26]=2)[O:21][CH:22]=1>>[C:31]1([C:24]([C:25]2[CH:26]=[CH:27][CH:28]=[CH:29][CH:30]=2)=[CH:23][C:20]2[O:21][CH:22]=[C:18]([CH2:17][O:1][C:2]3[CH:7]=[CH:6][C:5]([CH2:8][CH2:9][CH2:10][N:11]4[CH:15]=[CH:14][N:13]=[CH:12]4)=[CH:4][CH:3]=3)[N:19]=2)[CH:32]=[CH:33][CH:34]=[CH:35][CH:36]=1. Reported procedure: In substantially the same manner as in Working Example 47, 1-[3-(4-hydroxyphenyl)propyl]imidazole was allowed to react with 4-chloromethyl-2-(2,2-diphenyl ethenyl)oxazole to give 2-(2,2-diphenylethenyl)-4-[4-[3-(1-imidazolyl)propyl]phenoxymethyl]oxazole as an oily product. The yield was 88%. Reactants: ClCc1ccncc1, C1CCOC1, COc1cc[nH]c1C=C1C(=O)Nc2ccc(N)c(C#CCO)c21. The product is COc1cc[nH]c1C=C1C(=O)Nc2ccc(NC(=O)c3ccncc3)c(C#CCO)c21. RXN SMILES: [CH2:24]([c:25]1[cH:26][cH:27][n:28][cH:29][cH:30]1)[Cl:31].[CH2:32]1[CH2:35][CH2:34][CH2:33][O:36]1.[NH2:1][c:2]1[c:3]([C:20]#[C:21][CH2:22][OH:23])[c:4]2[c:8]([cH:9][cH:10]1)[NH:7][C:6](=[O:11])[C:5]2=[CH:12][c:13]1[nH:14][cH:15][cH:16][c:17]1[O:18][CH3:19]>>[NH:1]([c:2]1[c:3]([C:20]#[C:21][CH2:22][OH:23])[c:4]2[c:8]([cH:9][cH:10]1)[NH:7][C:6](=[O:11])[C:5]2=[CH:12][c:13]1[nH:14][cH:15][cH:16][c:17]1[O:18][CH3:19])[C:24]([c:25]1[cH:26][cH:27][n:28][cH:29][cH:30]1)=[O:36]. Reactants: CCCBr (n-propyl bromide), OC1=CC=C(CO)C=C1 (4-hydroxybenzyl alcohol), [OH-].[K+] (potassium hydroxide), resultant mixture, O (water). Solvent: CS(=O)C (dimethylsulfoxide). Reaction conditions: time 24 hour. The product is C(CC)OC1=CC=C(CO)C=C1 (4-n-propyloxybenzyl alcohol). Isolated yield 95.2%. As a reaction SMILES: [OH:1][C:2]1[CH:9]=[CH:8][C:5]([CH2:6][OH:7])=[CH:4][CH:3]=1.[OH-].[K+].[CH3:12][CH2:13][CH2:14]Br.O>CS(C)=O>[CH2:12]([O:1][C:2]1[CH:9]=[CH:8][C:5]([CH2:6][OH:7])=[CH:4][CH:3]=1)[CH2:13][CH3:14] |f:1.2|. Procedure: 4-hydroxybenzyl alcohol (12.4 g: 100.0 mmol) was dissolved in 100 ml of dimethylsulfoxide (DMSO), and an aqueous solution of potassium hydroxide (KOH/H2O: 6.6 g/15 ml) was added to the mixture. After the resultant mixture was dissolved homogeneously by stirring, n-propyl bromide (12.3 g:100.0 mmol) was added thereto, and the reaction was carried out at a room temperature for 24 hours. The reaction mixture was poured into 1 L of an iced water and a solid was formed by stirring. The resultant soli... Reactants: C(C)(C)(C)OC(=O)NC(CC1=CC=C(OC2=CC=C(C=C3C(NC(S3)=O)=O)C=C2)C=C1)C(=O)OC (5-[4-(4-(2-t-butoxycarbonylamino-2-methoxycarbonylethyl)phenoxy)benzilidene]thiazolidin-2,4-dione), Cl (HCl), Compound 1. Run in C(Cl)Cl (DCM). Conditions: time 1 hour. Yields the product NC(CC1=CC=C(OC2=CC=C(C=C3C(NC(S3)=O)=O)C=C2)C=C1)C(=O)OC (5-[4-(4-(2-amino-2-methoxycarbonylethyl)phenoxy)benzilidene]thiazolidin-2,4-dione). Yield: 97.5%. As a reaction SMILES: C(OC([NH:8][CH:9]([C:32]([O:34][CH3:35])=[O:33])[CH2:10][C:11]1[CH:31]=[CH:30][C:14]([O:15][C:16]2[CH:29]=[CH:28][C:19]([CH:20]=[C:21]3[S:25][C:24](=[O:26])[NH:23][C:22]3=[O:27])=[CH:18][CH:17]=2)=[CH:13][CH:12]=1)=O)(C)(C)C.Cl>C(Cl)Cl>[NH2:8][CH:9]([C:32]([O:34][CH3:35])=[O:33])[CH2:10][C:11]1[CH:31]=[CH:30][C:14]([O:15][C:16]2[CH:29]=[CH:28][C:19]([CH:20]=[C:21]3[S:25][C:24](=[O:26])[NH:23][C:22]3=[O:27])=[CH:18][CH:17]=2)=[CH:13][CH:12]=1. Reported procedure: A solution of 5-[4-(4-(2-t-butoxycarbonylamino-2-methoxycarbonylethyl)phenoxy)benzilidene]thiazolidin-2,4-dione (2 g, 4.0 mmol) in DCM (100 ml) at 0° C. was bubbled with HCl gas. After stirring for 1 hour, the yellow precipitate was filtered and 1.7 g (3.9 mmol) of HCl-Tyr (C6H4-CH=TDZ)-OMe was collected with 97.5% yield, mp: 187-190° C. The HPLC purity of product was 94.5%. Compound 1.